The task is: describe an organic reaction: reactants, conditions, products, and yield. This data is from the Open Reaction Database (ORD), a public repository of structured organic reaction records. The reactants are C(CC)C1CC(NC1)=O (4-propyl-pyrrolidin-2-one), C(C=O)(=O)OCC (ethyl glyoxylate), three, C(C=O)(=O)OCC (ethyl glyoxylate). Run in CC(=O)C (acetone). Run at temperature 60 celsius, time 17 hour. Product: C(C)OC(C(N1C(CC(C1)CCC)=O)O)=O (hydroxy-(2-oxo-4-propyl-pyrrolidin-1-yl)-acetic acid ethyl ester). As a reaction SMILES: [CH2:1]([CH:4]1[CH2:8][NH:7][C:6](=[O:9])[CH2:5]1)[CH2:2][CH3:3].[C:10]([O:14][CH2:15][CH3:16])(=[O:13])[CH:11]=[O:12]>CC(C)=O>[CH2:15]([O:14][C:10](=[O:13])[CH:11]([OH:12])[N:7]1[CH2:8][CH:4]([CH2:1][CH2:2][CH3:3])[CH2:5][C:6]1=[O:9])[CH3:16]. Procedure: In a 250 ml three necked flask fitted with a magnetic stirrer, under inert atmosphere, a mixture of 4-propyl-pyrrolidin-2-one (0.5 g, 3.9 mmol) and ethyl glyoxylate (50% in toluene, 2.4 ml, 11 mmol) in acetone is heated up at 60° C. for 6 h and another portion of ethyl glyoxylate (0.4 ml) is added. After 17 h at 50° C., the reaction mixture is concentrated in vacuo to give the crude hydroxy-(2-oxo-4-propyl-pyrrolidin-1-yl)-acetic acid ethyl ester a19 (2.02 g). It is used in the next step without... The reactants are O=C([O-])[O-], C1CCOC1, CI, Cc1ccc(C(=O)O)o1, [K+], [K+], CN(C)C=O. The product is COC(=O)c1ccc(C)o1. RXN SMILES: [C:10](=[O:11])([O-:12])[O-:13].[CH2:18]1[O:19][CH2:20][CH2:21][CH2:22]1.[CH3:16][I:17].[CH3:1][c:2]1[cH:3][cH:4][c:5]([C:7](=[O:8])[OH:9])[o:6]1.[K+:14].[K+:15].[O:23]=[CH:24][N:25]([CH3:26])[CH3:27]>>[CH3:1][c:2]1[cH:3][cH:4][c:5]([C:7](=[O:8])[O:9][CH3:10])[o:6]1. Reactants: ClC1=C2C(=NC3=CC=CC=C13)N(N=C2C)C2=NC=CC=C2 (4-chloro-3-methyl-1-(2-pyridinyl)-1H-pyrazolo[3,4-b]quinoline), Cl (hydrochloric acid), C(C)O (ethanol). Product: CC1=NN(C=2NC3=CC=CC=C3C(C21)=O)C2=NC=CC=C2 (3-Methyl-1-(2-pyridinyl)-1,9-dihydro-4H-pyrazolo[3,4-b]quinolin-4-one). Isolated yield 79.0%. Reaction SMILES: Cl[C:2]1[C:11]2[C:6](=[CH:7][CH:8]=[CH:9][CH:10]=2)[N:5]=[C:4]2[N:12]([C:16]3[CH:21]=[CH:20][CH:19]=[CH:18][N:17]=3)[N:13]=[C:14]([CH3:15])[C:3]=12.Cl.C([OH:25])C>>[CH3:15][C:14]1[C:3]2[C:2](=[O:25])[C:11]3[C:6](=[CH:7][CH:8]=[CH:9][CH:10]=3)[NH:5][C:4]=2[N:12]([C:16]2[CH:21]=[CH:20][CH:19]=[CH:18][N:17]=2)[N:13]=1. Reported procedure: To a solution of 4-chloro-3-methyl-1-(2-pyridinyl)-1H-pyrazolo[3,4-b]quinoline (34.9 g, 0.12 mol) in ethanol (500 mL) was added 6N hydrochloric acid (50 mL, 0.30 mol), and the mixture was heated and under reflux for 2 hours. The solution was cooled to room temperature, and the reaction solvent was concentrated and evaporated under reduced pressure. The residue was made basic by the addition of an aqueous sodium hydroxide solution, and organic matter was extracted with chloroform. The extract was... Product: C(C=C)C1=C(C=CC(=C1)OCC(F)(F)F)O (2-allyl-4-(2,2,2-trifluoroethoxy)phenol). Reported procedure: A solution of allyl 4-(2,2,2-trifluoroethoxy)phenyl ether (1.9 g, 8.2 mmol) in 1,2,4-trichlorobenzene 30 ml was heated to 180° C. for 24 hr. The solvent was removed under reduced pressure, and the crude product was chromatographed on silica gel eluting with 20% AcOEt/hexanes to give 0.9 g of 2-allyl-4-(2,2,2-trifluoroethoxy)phenol. This material was dissolved in 30 ml ethanol and was hydrogenated with 15 mg of 10% Pd/C in a Parr shaker under hydrogen atmosphere (50 psi) overnight. The catalyst w... Reactants: FC(COC1=CC=C(C=C1)OCC=C)(F)F (allyl 4-(2,2,2-trifluoroethoxy)phenyl ether), ClC1=C(C=C(C=C1)Cl)Cl (1,2,4-trichlorobenzene). Reaction SMILES: [F:1][C:2]([F:16])([F:15])[CH2:3][O:4][C:5]1[CH:10]=[CH:9][C:8]([O:11]CC=C)=[CH:7][CH:6]=1.Cl[C:18]1[CH:23]=CC(Cl)=C[C:19]=1Cl>>[CH2:23]([C:7]1[CH:6]=[C:5]([O:4][CH2:3][C:2]([F:1])([F:15])[F:16])[CH:10]=[CH:9][C:8]=1[OH:11])[CH:18]=[CH2:19]. Starting materials: CC1(c2cc(Br)ccc2F)NC(=O)COCC1(F)F, C1CCOC1, COc1ccc(P2(=S)SP(=S)(c3ccc(OC)cc3)S2)cc1. The product is CC1(c2cc(Br)ccc2F)NC(=S)COCC1(F)F. As a reaction SMILES: [Br:1][c:2]1[cH:3][cH:4][c:5]([F:19])[c:6]([C:8]2([CH3:18])[NH:9][C:10](=[O:17])[CH2:11][O:12][CH2:13][C:14]2([F:15])[F:16])[cH:7]1.[CH2:42]1[O:43][CH2:44][CH2:45][CH2:46]1.[CH3:20][O:21][c:22]1[cH:23][cH:24][c:25]([P:26]2(=[S:29])[S:27][P:28]([c:30]3[cH:31][cH:32][c:33]([O:34][CH3:35])[cH:36][cH:37]3)(=[S:38])[S:39]2)[cH:40][cH:41]1>>[Br:1][c:2]1[cH:3][cH:4][c:5]([F:19])[c:6]([C:8]2([CH3:18])[NH:9][C:10](=[S:29])[CH2:11][O:12][CH2:13][C:14]2([F:15])[F:16])[cH:7]1. Starting materials: BrC1=NC=C(C=O)C=C1 (6-Bromonicotinaldehyde), S1C=C(C=C1)B(O)O (thiophen-3-ylboronic acid). The product is S1C=C(C=C1)C1=NC=C(C=O)C=C1 (6-(Thiophen-3-yl)nicotinaldehyde). RXN SMILES: Br[C:2]1[CH:9]=[CH:8][C:5]([CH:6]=[O:7])=[CH:4][N:3]=1.[S:10]1[CH:14]=[CH:13][C:12](B(O)O)=[CH:11]1>>[S:10]1[CH:14]=[CH:13][C:12]([C:2]2[CH:9]=[CH:8][C:5]([CH:6]=[O:7])=[CH:4][N:3]=2)=[CH:11]1. Procedure: Synthesized using compound 43c (840 mg, 4.52 mmol) and thiophen-3-ylboronic acid (867 g, 6.77 mmol) according to Method C. Crude product was purified by flash chromatography on silica-gel using a mixture of hexane/ethyl acetate (8:2) as eluent. Orange solid. Yield: 556 mg, 65%. 1H NMR (CDCl3, 500 MHz): δH (ppm)=7.45 (dd, J=5.0, 2.8 Hz, 1H), 7.72-7.80 (m, 2H), 8.11 (dd, J=2.8, 1.3 Hz, 1H), 8.19 (dd, J=8.2, 2.2 Hz, 1H), 9.06 (dd, J=2.2, 0.9 Hz, 1H), 10.11 (s, 1H); 13C NMR (CDCl3, 125 MHz): δC (ppm...